From a dataset of the Open Reaction Database (ORD), a public repository of structured organic reaction records. describe an organic reaction: reactants, conditions, products, and yield Reactants: CC(C)(C)OC(=O)N(Cc1cccc(Cl)c1)C1CCc2cc3c(cc21)NC(=O)C1CCCC31, COc1ccc(P2(=S)SP(=S)(c3ccc(OC)cc3)S2)cc1, COCCOC. The product is CC(C)(C)OC(=O)N(Cc1cccc(Cl)c1)C1CCc2cc3c(cc21)NC(=S)C1CCCC31. RXN SMILES: [C:1]([CH3:2])([CH3:3])([CH3:4])[O:5][C:6](=[O:7])[N:8]([CH:9]1[CH2:10][CH2:11][c:12]2[cH:13][c:14]3[c:19]([cH:20][c:21]21)[NH:18][C:17](=[O:22])[CH:16]1[CH:15]3[CH2:25][CH2:24][CH2:23]1)[CH2:26][c:27]1[cH:28][c:29]([Cl:33])[cH:30][cH:31][cH:32]1.[CH3:34][O:35][c:36]1[cH:37][cH:38][c:39]([P:40]2(=[S:43])[S:41][P:42]([c:44]3[cH:45][cH:46][c:47]([O:48][CH3:49])[cH:50][cH:51]3)(=[S:52])[S:53]2)[cH:54][cH:55]1.[CH3:56][O:57][CH2:58][CH2:59][O:60][CH3:61]>>[C:1]([CH3:2])([CH3:3])([CH3:4])[O:5][C:6](=[O:7])[N:8]([CH:9]1[CH2:10][CH2:11][c:12]2[cH:13][c:14]3[c:19]([cH:20][c:21]21)[NH:18][C:17](=[S:43])[CH:16]1[CH:15]3[CH2:25][CH2:24][CH2:23]1)[CH2:26][c:27]1[cH:28][c:29]([Cl:33])[cH:30][cH:31][cH:32]1. Starting materials: O=C(n1ccnc1)n1ccnc1, CC(C)(O)C#N, ClCCl, O. Yields the product CC(C)(C#N)OC(=O)n1ccnc1. RXN SMILES: [C:1](=[O:2])([n:3]1[cH:4][n:5][cH:6][cH:7]1)[n:8]1[cH:9][cH:10][n:11][cH:12]1.[CH3:13][C:14]([CH3:15])([OH:16])[C:17]#[N:18].[Cl:20][CH2:21][Cl:22].[OH2:19]>>[C:1](=[O:2])([n:3]1[cH:4][n:5][cH:6][cH:7]1)[O:16][C:14]([CH3:13])([CH3:15])[C:17]#[N:18]. The reactants are FC1=CC=C(C=C1)C1=C(N2N(CC(C2)OC)C1=O)C1=NC(=NC=C1)SC (2-(4-Fluorophenyl)-6-methoxy-3-(2-methylsulfanyl-pyrimidin-4-yl)-6,7-dihydro-5H-pyrazolo[1,2-a]pyrazol-1-one), ClC1=CC(=CC=C1)C(=O)OO (3-Chloroperbenzoic acid), ClC1=CC(=CC=C1)C(=O)OO (3-chloroperbenzoic acid), aqueous solution, S([O-])(O)=O.[Na+] (sodium bisulfite). Solvent: ClCCl (dichloromethane). Yields the product FC1=CC=C(C=C1)C1=C(N2N(CC(C2)OC)C1=O)C1=NC(=NC=C1)S(=O)(=O)C (2-(4-fluorophenyl)-6-methoxy-3-(2-methanesulfonyl-pyrimidin-4-yl)-6,7-dihydro-5H-pyrazolo[1,2-a]pyrazol-1-one). Run at time 20 minute. Reported procedure: 2-(4-Fluorophenyl)-6-methoxy-3-(2-methylsulfanyl-pyrimidin-4-yl)-6,7-dihydro-5H-pyrazolo[1,2-a]pyrazol-1-one, 49, (1.10 g, 2.95 mmol) is diluted with dichloromethane (60 mL). 3-Chloroperbenzoic acid (662 mg of ˜77% purity, 2.95 mmol) is added all at once to the yellow suspension. After 20 min, additional 3-chloroperbenzoic acid (240 mg, 1.07 mmol) is added. After 10 minutes, the clear, yellow reaction solution is poured in a 10% aqueous solution of sodium bisulfite (60 mL). The layers are separa... As a reaction SMILES: [F:1][C:2]1[CH:7]=[CH:6][C:5]([C:8]2[C:17](=[O:18])[N:11]3[CH2:12][CH:13]([O:15][CH3:16])[CH2:14][N:10]3[C:9]=2[C:19]2[CH:24]=[CH:23][N:22]=[C:21](SC)[N:20]=2)=[CH:4][CH:3]=1.Cl[C:28]1C=CC=C(C(OO)=O)C=1.[S:38](=[O:41])(O)[O-:39].[Na+]>ClCCl>[F:1][C:2]1[CH:7]=[CH:6][C:5]([C:8]2[C:17](=[O:18])[N:11]3[CH2:12][CH:13]([O:15][CH3:16])[CH2:14][N:10]3[C:9]=2[C:19]2[CH:24]=[CH:23][N:22]=[C:21]([S:38]([CH3:28])(=[O:41])=[O:39])[N:20]=2)=[CH:4][CH:3]=1 |f:2.3|. Reactants: C(C)(=O)OCC (ethyl acetate), F[B-](F)(F)F (BF4−), COC1=CC(=CC2=C1OCCO2)C(C(=S)N)NC2=CC=C(C=C2)C2=NOC(=N2)C (2-(8-methoxy-2,3-dihydrobenzo[1,4]dioxin-6-yl)-2-[4-(5-methyl-[1,2,4]oxadiazol-3-yl)phenylamino]thioacetamide), C(O)([O-])=O.[Na+] (sodium hydrogencarbonate). As a reaction SMILES: F[B-](F)(F)F.[CH3:6][O:7][C:8]1[C:13]2[O:14][CH2:15][CH2:16][O:17][C:12]=2[CH:11]=[C:10]([CH:18]([NH:22][C:23]2[CH:28]=[CH:27][C:26]([C:29]3[N:33]=[C:32]([CH3:34])[O:31][N:30]=3)=[CH:25][CH:24]=2)[C:19]([NH2:21])=[S:20])[CH:9]=1.[C:35](=O)([O-])O.[Na+].C(OCC)(=O)C>C(#N)C>[CH3:35][S:20][C:19](=[NH:21])[CH:18]([C:10]1[CH:9]=[C:8]([O:7][CH3:6])[C:13]2[O:14][CH2:15][CH2:16][O:17][C:12]=2[CH:11]=1)[NH:22][C:23]1[CH:24]=[CH:25][C:26]([C:29]2[N:33]=[C:32]([CH3:34])[O:31][N:30]=2)=[CH:27][CH:28]=1 |f:2.3|. Run in C(C)#N (acetonitrile). Yields the product CSC(C(NC1=CC=C(C=C1)C1=NOC(=N1)C)C1=CC2=C(OCCO2)C(=C1)OC)=N (2-(8-methoxy-2,3-dihydrobenzo[1,4]dioxin-6-yl)-2-[4-(5-methyl-[1,2,4]oxadiazol-3-yl)phenylamino]thioacetimidic acid methyl ester). Procedure details: After adding 750 mg of Me3O+BF4− to a solution of 1.92 g of 2-(8-methoxy-2,3-dihydrobenzo[1,4]dioxin-6-yl)-2-[4-(5-methyl-[1,2,4]oxadiazol-3-yl)phenylamino]thioacetamide in 20 ml of acetonitrile, the mixture was stirred overnight at room temperature. Saturated aqueous sodium hydrogencarbonate was added to the reaction mixture and extraction was performed with ethyl acetate. The organic layer was dried over anhydrous magnesium sulfate. The desiccating agent was filtered off, and the filtrate was ... Reaction conditions: time 8 hour. Reactants: ClC(=O)OC1=CC=CC=C1 (phenyl chloroformate), NC=1C=C(COC2CN(CCC2C2=CC=C(C=C2)OCCCOCC2=C(C=CC=C2)OC)C(=O)OC(C)(C)C)C=CC1O (tert-butyl 3-(3-amino-4-hydroxybenzyloxy)-4-{4-[3-(2-methoxybenzyloxy)propoxy]phenyl}piperidine-1-carboxylate), C(O)([O-])=O.[Na+] (sodium hydrogencarbonate), [OH-].[Na+] (NaOH), Cl (HCl). Run in CO (methanol), O (water), CO (methanol). Conditions: time 15 minute. Product: COC1=C(COCCCOC2=CC=C(C=C2)[C@@H]2[C@H](CN(CC2)C(=O)OC(C)(C)C)OCC=2C=CC3=C(NC(O3)=O)C2)C=CC=C1 (tert-Butyl 4-{4-[3-(2-methoxybenzyloxy)propoxy]phenyl}-(3R,4R)-3-(2-oxo-2,3-dihydrobenzoxazol-5-ylmethoxy)piperidine-1-carboxylate), SiO2. RXN SMILES: Cl[C:2](OC1C=CC=CC=1)=[O:3].[NH2:11][C:12]1[CH:13]=[C:14]([CH:50]=[CH:51][C:52]=1[OH:53])[CH2:15][O:16][CH:17]1[CH:22]([C:23]2[CH:28]=[CH:27][C:26]([O:29][CH2:30][CH2:31][CH2:32][O:33][CH2:34][C:35]3[CH:40]=[CH:39][CH:38]=[CH:37][C:36]=3[O:41][CH3:42])=[CH:25][CH:24]=2)[CH2:21][CH2:20][N:19]([C:43]([O:45][C:46]([CH3:49])([CH3:48])[CH3:47])=[O:44])[CH2:18]1.C(=O)([O-])O.[Na+].[OH-].[Na+].Cl>CO.O>[CH3:42][O:41][C:36]1[CH:37]=[CH:38][CH:39]=[CH:40][C:35]=1[CH2:34][O:33][CH2:32][CH2:31][CH2:30][O:29][C:26]1[CH:27]=[CH:28][C:23]([C@H:22]2[CH2:21][CH2:20][N:19]([C:43]([O:45][C:46]([CH3:49])([CH3:47])[CH3:48])=[O:44])[CH2:18][C@@H:17]2[O:16][CH2:15][C:14]2[CH:50]=[CH:51][C:52]3[O:53][C:2](=[O:3])[NH:11][C:12]=3[CH:13]=2)=[CH:24][CH:25]=1 |f:2.3,4.5|. Reported procedure: 0.133 ml of phenyl chloroformate are added dropwise to the stirred emulsion of 0.640 g of tert-butyl 3-(3-amino-4-hydroxybenzyloxy)-4-{4-[3-(2-methoxybenzyloxy)propoxy]phenyl}piperidine-1-carboxylate and 0.086 g of sodium hydrogencarbonate in 4 ml of methanol and 4 ml of water. The reaction mixture is stirred over 15 minutes and then admixed with 2 ml of methanol. After a further 15 minutes, it is admixed with 0.51 ml of 2N NaOH. After a further 10 minutes, the mixture is admixed with 20 ml of 0... Reactants: COC(=O)CCCCCCCCCCCO[C@H]1[C@H](OC(C)=O)[C@@H](OCC2=CC=CC=C2)[C@H](OC(C)=O)[C@H](O1)C(=O)OC (methyl 1-O-(11-methoxycarbonylundecyl)-3-O-benzyl-2,4-di-O-acetyl-β-D-glucopyranosuronate). Reagents/catalysts: [Pd] (Pd/C). Solvent: CO (methanol). Yields the product COC(=O)CCCCCCCCCCCO[C@H]1[C@H](OC(C)=O)[C@@H](O)[C@H](OC(C)=O)[C@H](O1)C(=O)OC (methyl 1-O-(11-methoxycarbonylundecyl)-2, 4-di-O-acetyl-β-D-glucopyranosuronate). As a reaction SMILES: [CH3:1][O:2][C:3]([CH2:5][CH2:6][CH2:7][CH2:8][CH2:9][CH2:10][CH2:11][CH2:12][CH2:13][CH2:14][CH2:15][O:16][C@@H:17]1[O:38][C@H:37]([C:39]([O:41][CH3:42])=[O:40])[C@@H:32]([O:33][C:34](=[O:36])[CH3:35])[C@H:23]([O:24]CC2C=CC=CC=2)[C@H:18]1[O:19][C:20](=[O:22])[CH3:21])=[O:4]>CO.[Pd]>[CH3:1][O:2][C:3]([CH2:5][CH2:6][CH2:7][CH2:8][CH2:9][CH2:10][CH2:11][CH2:12][CH2:13][CH2:14][CH2:15][O:16][C@@H:17]1[O:38][C@H:37]([C:39]([O:41][CH3:42])=[O:40])[C@@H:32]([O:33][C:34](=[O:36])[CH3:35])[C@H:23]([OH:24])[C@H:18]1[O:19][C:20](=[O:22])[CH3:21])=[O:4]. Reported procedure: A solution of 11 (30 mg) in 2 mL of methanol was hydrogenated in the presence of 5% Pd/C (10 mg) for 24 hours. The reaction was monitored by TLC. The suspension was filtered and, after complete evaporation of the solvent and chromatography, pure methyl 1-O-(11-methoxycarbonylundecyl)-2, 4-di-O-acetyl-β-D-glucopyranosuronate (12) was obtained. The 1H NMR data confirmed the complete debenzylation.